Dataset: the Open Reaction Database (ORD), a public repository of structured organic reaction records. Task: describe an organic reaction: reactants, conditions, products, and yield Reactants: O=C(OCC)C=1C=CC=CC1OC(F)(F)F. Reagents/catalysts: [K].OC(C)(C)C, O1B(OC(C)(C)C1(C)C)B2OC(C)(C)C(O2)(C)C, O=C1C=CC=2C=CC=C(C3=CN=C(C=C3)C=4N=CC=CC4)C2N1, C[OH2+].C[OH2+].C1CC=CCCC=C1.C1CC=CCCC=C1.[Ir].[Ir]. Solvent: O1CCCC1. Conditions: temperature 80 celsius, time 12 hour. The product is O=C(OCC)C1=CC=C(C=C1OC(F)(F)F)B2OC(C)(C)C(O2)(C)C. Isolated yield 89.0%. Starting materials: CCCCC (pentane), C(C)(C)NC(=O)C=1C=C2C(=NC1)NC(=C2)C(CC(C)C)C2=CC=C(C=C2)S(=O)(=O)C (2-[1-(4-methanesulfonyl-phenyl)-3-methyl-butyl]-1H-pyrrolo[2,3-b]pyridin-5-carboxylic acid isopropylamide), C(C)(C)(C)[Li] (t-butyl lithium), CCCCC (pentane), ClC=1C=C(C=O)C=CC1Cl (3,4-dichlorobenzaldehyde). Run in C(C)OCC (diethyl ether), C(C)OCC (diethyl ether). Reaction conditions: temperature -78 celsius, time 30 minute. Yields the product ethyl acetate hexanes, C1(CCCC1)CC(=O)C1=CC(=C(C=C1)Cl)Cl (2-cyclopentyl-1-(3,4-dichloro-phenyl)-ethanone). Isolated yield 49.3%. RXN SMILES: CCCCC.C(NC(C1C=C2C=C(C([C:26]3[CH:31]=[CH:30][C:29](S(C)(=O)=O)=[CH:28][CH:27]=3)CC(C)C)NC2=NC=1)=O)(C)C.C([Li])(C)(C)C.[Cl:41][C:42]1[CH:43]=[C:44]([CH:47]=[CH:48][C:49]=1[Cl:50])[CH:45]=[O:46]>C(OCC)C>[CH:28]1([CH2:27][C:45]([C:44]2[CH:47]=[CH:48][C:49]([Cl:50])=[C:42]([Cl:41])[CH:43]=2)=[O:46])[CH2:29][CH2:30][CH2:31][CH2:26]1. Procedure: A solution of pentane (50 mL), diethyl ether (50 mL) and iodomethylcyclopentane (prepared as in PCT WO2004/052869 A1 Example 1, 3.9 g, 18.6 mmol) was cooled to −78° C. and a solution of t-butyl lithium in pentane (1.7 M, 18.5 mL, 31.5 mmol) was added dropwise. The mixture was then stirred at −78° C. for 30 min and then warmed to room temperature and stirred for 30 min and finally recooled to −78° C. To this mixture was then added a solution of 3,4-dichlorobenzaldehyde (5.0 g, 28.6 mmol) in dieth... Starting materials: O=C([O-])[O-], CCOC(=O)c1cc2cccc([Si](C)(C)C)c2[nH]1, CC#N, Fc1cccc(CBr)c1, [K+], [K+]. Product: CCOC(=O)c1cc2cccc([Si](C)(C)C)c2n1Cc1cccc(F)c1. As a reaction SMILES: [C:28](=[O:29])([O-:30])[O-:31].[CH3:10][Si:11]([c:12]1[cH:13][cH:14][cH:15][c:16]2[cH:17][c:18]([C:21](=[O:22])[O:23][CH2:24][CH3:25])[nH:19][c:20]12)([CH3:26])[CH3:27].[CH3:34][C:35]#[N:36].[F:1][c:2]1[cH:3][c:4]([CH2:5][Br:6])[cH:7][cH:8][cH:9]1.[K+:32].[K+:33]>>[F:1][c:2]1[cH:3][c:4]([CH2:5][n:19]2[c:18]([C:21](=[O:22])[O:23][CH2:24][CH3:25])[cH:17][c:16]3[cH:15][cH:14][cH:13][c:12]([Si:11]([CH3:10])([CH3:26])[CH3:27])[c:20]32)[cH:7][cH:8][cH:9]1. Reactants: ClCCCl, C1CCOC1, CNC, ClCCl, Cl, Nc1c(C(=O)O)cccc1[N+](=O)[O-], On1nnc2ccccc21. Yields the product CN(C)C(=O)c1cccc([N+](=O)[O-])c1N. Reaction SMILES: [CH2:1]([Cl:2])[CH2:3][Cl:4].[CH2:22]1[O:23][CH2:24][CH2:25][CH2:26]1.[CH3:19][NH:20][CH3:21].[Cl:37][CH2:38][Cl:39].[ClH:5].[NH2:6][c:7]1[c:8]([C:9](=[O:10])[OH:11])[cH:12][cH:13][cH:14][c:15]1[N+:16](=[O:17])[O-:18].[OH:27][n:28]1[c:29]2[cH:30][cH:31][cH:32][cH:33][c:34]2[n:35][n:36]1>>[NH2:6][c:7]1[c:8]([C:9](=[O:10])[N:20]([CH3:19])[CH3:21])[cH:12][cH:13][cH:14][c:15]1[N+:16](=[O:17])[O-:18]. Reactants: O=C([O-])[O-], CC(=O)O, CO, ClCCl, CC(=O)OCC1CN(c2ccc(I)c(F)c2)C(=O)O1, [K+], [K+], O. Product: O=C1OC(CO)CN1c1ccc(I)c(F)c1. RXN SMILES: [C:20](=[O:21])([O-:22])[O-:23].[CH3:26][C:27](=[O:28])[OH:29].[CH3:31][OH:32].[Cl:33][CH2:34][Cl:35].[F:1][c:2]1[cH:3][c:4]([N:9]2[C:10](=[O:19])[O:11][CH:12]([CH2:14][O:15][C:16](=[O:17])[CH3:18])[CH2:13]2)[cH:5][cH:6][c:7]1[I:8].[K+:24].[K+:25].[OH2:30]>>[F:1][c:2]1[cH:3][c:4]([N:9]2[C:10](=[O:19])[O:11][CH:12]([CH2:14][OH:15])[CH2:13]2)[cH:5][cH:6][c:7]1[I:8]. Starting materials: C(C(=O)O)(=O)O.C1(=CC=CC=C1)C(=C1CCN(CC1)CCCOC1=CC=CC=C1)C1=CC=CC=C1 (4-(Diphenylmethylene)-1-(3-phenoxypropyl)piperidine oxalate), FC1=CC=C(C=C1)C(O)(C1CCNCC1)C1=CC=C(C=C1)F ([α,α-bis(4-fluorophenyl)]-4-piperidinemethanol), ClCCCOC=1C=C(C=CC1)C(C)=O (3'-(3-chloropropoxy)acetophenone), C([O-])([O-])=O.[Na+].[Na+] (sodium carbonate), [I-].[K+] (potassium iodide), C(C(=O)O)(=O)O (oxalic acid). The solvent is C(CCC)O (1-butanol). Yields the product O.C(C(=O)O)(=O)O.FC1=CC=C(C=C1)C(C1CCN(CC1)CCCOC=1C=C(C=CC1)C(C)=O)(O)C1=CC=C(C=C1)F (1-[3-[3-[4-[Bis(4-fluorophenyl)hydroxymethyl]-1-piperidinyl]propoxy]phenyl]ethanone oxalate hydrate). The yield is 75.0%. RXN SMILES: C(O)(=O)C(O)=[O:3].C1(C(C2C=CC=CC=2)=C2CCN(CCCOC3C=CC=CC=3)CC2)C=CC=CC=1.[F:36][C:37]1[CH:42]=[CH:41][C:40]([C:43]([C:51]2[CH:56]=[CH:55][C:54]([F:57])=[CH:53][CH:52]=2)([CH:45]2[CH2:50][CH2:49][NH:48][CH2:47][CH2:46]2)[OH:44])=[CH:39][CH:38]=1.Cl[CH2:59][CH2:60][CH2:61][O:62][C:63]1[CH:64]=[C:65]([C:69](=[O:71])[CH3:70])[CH:66]=[CH:67][CH:68]=1.C(=O)([O-])[O-].[Na+].[Na+].[I-].[K+].[C:80]([OH:85])(=[O:84])[C:81]([OH:83])=[O:82]>C(O)CCC>[OH2:3].[C:80]([OH:85])(=[O:84])[C:81]([OH:83])=[O:82].[F:36][C:37]1[CH:42]=[CH:41][C:40]([C:43]([C:51]2[CH:52]=[CH:53][C:54]([F:57])=[CH:55][CH:56]=2)([OH:44])[CH:45]2[CH2:46][CH2:47][N:48]([CH2:59][CH2:60][CH2:61][O:62][C:63]3[CH:64]=[C:65]([C:69](=[O:71])[CH3:70])[CH:66]=[CH:67][CH:68]=3)[CH2:49][CH2:50]2)=[CH:39][CH:38]=1 |f:0.1,4.5.6,7.8,11.12.13|. Reported procedure: This compound was prepared according to the procedure used to synthesize the compound of Example 1. A mixture of 3.0 g (0.01 mole) of [α,α-bis(4-fluorophenyl)]-4-piperidinemethanol, 2.1 g )0.01 mole) of 3'-(3-chloropropoxy)acetophenone, 13.7 g (0.035 mole) of anhydrous sodium carbonate and 0.4 g of potassium iodide in 100 ml of 1-butanol gave a gum as residue. The gum was converted to the oxalic acid salt and the solid was recrystallized from 2-propanol to yield 4.4 g (75%) of the title compound... The reactants are C1CCOC1, [H][H], CCCCCCCCCCCCCCCCCCOc1cc(OCCCCC(=O)OC)cc(C(=O)OCc2ccccc2)c1. Yields the product CCCCCCCCCCCCCCCCCCOc1cc(OCCCCC(=O)OC)cc(C(=O)O)c1. Reaction SMILES: [CH2:47]1[O:48][CH2:49][CH2:50][CH2:51]1.[H:45][H:46].[c:1]1([CH2:2][O:8][C:9]([c:10]2[cH:11][c:12]([O:25][CH2:26][CH2:27][CH2:28][CH2:29][CH2:30][CH2:31][CH2:32][CH2:33][CH2:34][CH2:35][CH2:36][CH2:37][CH2:38][CH2:39][CH2:40][CH2:41][CH2:42][CH3:43])[cH:13][c:14]([O:16][CH2:17][CH2:18][CH2:19][CH2:20][C:21](=[O:22])[O:23][CH3:24])[cH:15]2)=[O:44])[cH:3][cH:4][cH:5][cH:6][cH:7]1>>[O:8]=[C:9]([c:10]1[cH:11][c:12]([O:25][CH2:26][CH2:27][CH2:28][CH2:29][CH2:30][CH2:31][CH2:32][CH2:33][CH2:34][CH2:35][CH2:36][CH2:37][CH2:38][CH2:39][CH2:40][CH2:41][CH2:42][CH3:43])[cH:13][c:14]([O:16][CH2:17][CH2:18][CH2:19][CH2:20][C:21](=[O:22])[O:23][CH3:24])[cH:15]1)[OH:44]. Starting materials: N(N)C1=CC(N(C(N1CC(C)C)=O)C)=O (6-hydrazino-1-isobutyl-3-methylpyrimidine-2,4(1H,3H)-dione), ClC=1C=C2C(=CC=NC2=CC1)C=O (6-chloroquinoline-4-carbaldehyde), C(=O)C1=CC(=CN1C)C(=O)OC (methyl 5-formyl-1-methyl-1H-pyrrole-3-carboxylate). The product is ClC=1C=C2C(=CC=NC2=CC1)CN1N=C2N(C(N(C(C2=C1C1=CC(=CN1C)C(=O)OC)=O)C)=O)CC(C)C (methyl 5-{2-[(6-chloroquinolin-4-yl)methyl]-7-isobutyl-5-methyl-4,6-dioxo-4,5,6,7-tetrahydro-2H-pyrazolo[3,4-d]pyrimidin-3-yl}-1-methyl-1H-pyrrole-3-carboxylate). Reaction SMILES: [NH:1]([C:3]1[N:8]([CH2:9][CH:10]([CH3:12])[CH3:11])[C:7](=[O:13])[N:6]([CH3:14])[C:5](=[O:15])[CH:4]=1)[NH2:2].[Cl:16][C:17]1[CH:18]=[C:19]2[C:24](=[CH:25][CH:26]=1)[N:23]=[CH:22][CH:21]=[C:20]2[CH:27]=O.[CH:29]([C:31]1[N:35]([CH3:36])[CH:34]=[C:33]([C:37]([O:39][CH3:40])=[O:38])[CH:32]=1)=O>>[Cl:16][C:17]1[CH:18]=[C:19]2[C:24](=[CH:25][CH:26]=1)[N:23]=[CH:22][CH:21]=[C:20]2[CH2:27][N:2]1[C:29]([C:31]2[N:35]([CH3:36])[CH:34]=[C:33]([C:37]([O:39][CH3:40])=[O:38])[CH:32]=2)=[C:4]2[C:3]([N:8]([CH2:9][CH:10]([CH3:11])[CH3:12])[C:7](=[O:13])[N:6]([CH3:14])[C:5]2=[O:15])=[N:1]1. Procedure: This compound was made following the procedure described above, starting with 6-hydrazino-1-isobutyl-3-methylpyrimidine-2,4(1H,3H)-dione, and condensing first with 6-chloroquinoline-4-carbaldehyde, followed by methyl 5-formyl-1-methyl-1H-pyrrole-3-carboxylate. Mass: 535.05 (M+H). Starting materials: P(=O)([O-])([O-])[O-].[K+].[K+].[K+] (tripotassium phosphate), C1(CCCCC1)P(C1=C(C=CC=C1)C1=C(C=CC=C1OC)OC)C1CCCCC1 (2-(dicyclohexylphosphino)-2′,6′-dimethoxy-1,1′-biphenyl), ClC1=CC(=C(C=C1)CC(=O)OC)OC (methyl (4-chloro-2-methoxyphenyl)acetate), OC1=C(C(=O)OC(C)(C)C)C=CC(=C1C(F)(F)F)COC1=CC=C(C=C1)B1OC(C(O1)(C)C)(C)C (tert-butyl 2-hydroxy-{[4-(4,4,5,5-tetramethyl-1,3,2-dioxaborolan-2-yl)phenoxy]methyl}-3-(trifluoromethyl)benzoate). The reagents and catalysts are C(C)(=O)[O-].[Pd+2].C(C)(=O)[O-] (palladium acetate). The solvent is O (water), C1(=CC=CC=C1)C (toluene). Run at temperature 70 celsius, time 4 hour. Product: OC1=C(C(=O)OC(C)(C)C)C(=CC=C1C(F)(F)F)COC1=CC=C(C=C1)C1=CC(=C(C=C1)CC(=O)OC)OC (tert-butyl 2-hydroxy-6-[({4′-[(methoxycarbonyl)methyl]-3′-methoxy-1,1′-biphenyl-4-yl}oxy)methyl]-3-(trifluoromethyl)benzoate). The yield is 457.4%. Reaction SMILES: P([O-])([O-])([O-])=O.[K+].[K+].[K+].C1(P(C2CCCCC2)C2C=CC=CC=2[C:22]2[C:27]([O:28][CH3:29])=[CH:26][CH:25]=[CH:24][C:23]=2OC)CCCCC1.Cl[C:39]1[CH:44]=[CH:43][C:42]([CH2:45][C:46]([O:48][CH3:49])=[O:47])=[C:41]([O:50][CH3:51])[CH:40]=1.[OH:52][C:53]1[C:65]([C:66]([F:69])([F:68])[F:67])=[C:64](COC2C=CC(B3OC(C)(C)C(C)(C)O3)=CC=2)[CH:63]=[CH:62][C:54]=1[C:55]([O:57][C:58]([CH3:61])([CH3:60])[CH3:59])=[O:56]>C1(C)C=CC=CC=1.C([O-])(=O)C.[Pd+2].C([O-])(=O)C.O>[OH:52][C:53]1[C:65]([C:66]([F:69])([F:67])[F:68])=[CH:64][CH:63]=[C:62]([CH2:29][O:28][C:27]2[CH:22]=[CH:23][C:24]([C:39]3[CH:44]=[CH:43][C:42]([CH2:45][C:46]([O:48][CH3:49])=[O:47])=[C:41]([O:50][CH3:51])[CH:40]=3)=[CH:25][CH:26]=2)[C:54]=1[C:55]([O:57][C:58]([CH3:59])([CH3:60])[CH3:61])=[O:56] |f:0.1.2.3,8.9.10|. Procedure details: After tripotassium phosphate (127 mg, 0.60 mmol), palladium acetate (8 mg, 0.04 mmol) and 2-(dicyclohexylphosphino)-2′,6′-dimethoxy-1,1′-biphenyl (S-PHOS) (16 mg, 0.04 mmol) were added to a solution of methyl (4-chloro-2-methoxyphenyl)acetate (43 mg, 0.2 mmol) obtained in Example (24-1) and tert-butyl 2-hydroxy-{[4-(4,4,5,5-tetramethyl-1,3,2-dioxaborolan-2-yl)phenoxy]methyl}-3-(trifluoromethyl)benzoate (100 mg, 0.2 mmol) obtained in Example (22-4) in toluene (2.0 ml), the mixture was stirred at ... The product is FC(C1=CC=C(C=C1)C(C1C(CCCC1)N1CCC1)O)(F)F (N-[2-[[4-(trifluoromethyl)phenyl](hydroxy)methyl] cyclohexyl]azetidine). The reactants are N1CCC1 (azetidine), C1(=CC=C(C=C1)S(=O)(=O)O)C (p-toluenesulfonic acid), FC(C1=CC=C(C(=O)C2C(CCCC2)=O)C=C1)(F)F (2-[4-(trifluoromethyl)benzoyl]cyclohexanone), 3A. As a reaction SMILES: [F:1][C:2]([F:19])([F:18])[C:3]1[CH:17]=[CH:16][C:6]([C:7]([CH:9]2[CH2:14][CH2:13][CH2:12][CH2:11][C:10]2=O)=[O:8])=[CH:5][CH:4]=1.[NH:20]1[CH2:23][CH2:22][CH2:21]1.C1(C)C=CC(S(O)(=O)=O)=CC=1>C1C=CC=CC=1>[F:1][C:2]([F:19])([F:18])[C:3]1[CH:17]=[CH:16][C:6]([CH:7]([OH:8])[CH:9]2[CH2:14][CH2:13][CH2:12][CH2:11][CH:10]2[N:20]2[CH2:23][CH2:22][CH2:21]2)=[CH:5][CH:4]=1. Run in C1=CC=CC=C1 (benzene). Procedure: A mixture of 2-[4-(trifluoromethyl)benzoyl]cyclohexanone, 5.4 g, 0.02 mole, with 2.28 g, 0.04 mole of azetidine and 25 mg of p-toluenesulfonic acid in 50 ml of benzene was refluxed for 17 hr using a Soxhlet device containing 50 g of 3A molecular sieves. The resulting solution was evaporated, the residue was dissolved in 75 ml of ethanol and hydrogenated in the presence of 0.5 g of platinum dioxide (PtO2) at an initial pressure of 54 psig for 1.5 hr. The mixture was filtered, cooled in ice and tr... Conditions: time 16 hour.